Dataset: the Open Reaction Database (ORD), a public repository of structured organic reaction records. Task: describe an organic reaction: reactants, conditions, products, and yield Reactants: CC=1OC2=C(C=CC=C2C(C1)=O)C=C(C(=O)OC)C(C)=O (methyl 2-[(2-methyl-4-oxo-4H-chromen-8-yl)methylene]-3-oxobutanoate), NC(=CC(CC1CCC1)=O)C (4-amino-1-cyclobutylpent-3-en-2-one). The solvent is C(C)O (ethanol). Yields the product C1(CCC1)CC(=O)C=1C(C(=C(NC1C)C)C(=O)OC)C=1C=CC=C2C(C=C(OC12)C)=O (Methyl 5-(cyclobutylacetyl)-2,6-dimethyl-4-(2-methyl-4-oxo-4H-chromen-8-yl)-1,4-dihydro-pyridine-3-carboxylate). As a reaction SMILES: [CH3:1][C:2]1[O:3][C:4]2[C:9]([C:10](=[O:12])[CH:11]=1)=[CH:8][CH:7]=[CH:6][C:5]=2[CH:13]=[C:14]([C:19](=O)[CH3:20])[C:15]([O:17][CH3:18])=[O:16].[NH2:22][C:23]([CH3:32])=[CH:24][C:25](=[O:31])[CH2:26][CH:27]1[CH2:30][CH2:29][CH2:28]1>C(O)C>[CH:27]1([CH2:26][C:25]([C:24]2[CH:13]([C:5]3[CH:6]=[CH:7][CH:8]=[C:9]4[C:4]=3[O:3][C:2]([CH3:1])=[CH:11][C:10]4=[O:12])[C:14]([C:15]([O:17][CH3:18])=[O:16])=[C:19]([CH3:20])[NH:22][C:23]=2[CH3:32])=[O:31])[CH2:28][CH2:29][CH2:30]1. Reported procedure: 50 mg (0.175 mmol) of methyl 2-[(2-methyl-4-oxo-4H-chromen-8-yl)methylene]-3-oxobutanoate are dissolved with 34.7 mg (0.227 mmol) of 4-amino-1-cyclobutylpent-3-en-2-one in 3 ml of ethanol and heated under reflux under argon for 24 h. The reaction mixture is purified by preparative HPLC. Concentration of the fractions results in 36 mg (43% of theory) of the title compound as a white solid. The reactants are OC1=C(C(=O)N)C=CC=C1 (2-Hydroxybenzamide), CC1OC(OC(O1)C)C (paraldehyde). The product is CC1OC2=C(C(N1)=O)C=CC=C2 (2-Methyl-3,4-dihydro-1,3-benzoxazine-4-one). RXN SMILES: [OH:1][C:2]1[CH:10]=[CH:9][CH:8]=[CH:7][C:3]=1[C:4]([NH2:6])=[O:5].[CH3:11][CH:12]1OC(C)OC(C)O1>>[CH3:11][CH:12]1[NH:6][C:4](=[O:5])[C:3]2[CH:7]=[CH:8][CH:9]=[CH:10][C:2]=2[O:1]1. Procedure details: 2-Hydroxybenzamide was transformed by Method G (using paraldehyde). M.p. 124-126° C. Reactants: solid, BrC1=CC(=CC2=C1N=C(S2)SC)CNC2=NC=CC=C2[N+](=O)[O-] (N-((4-bromo-2-(methylthio)benzo[d]thiazol-6-yl)methyl)-3-nitropyridin-2-amine), BrC1=CC(=C(NCC2=CC3=C(N=C(S3)SC)C=C2)C=C1OC)[N+](=O)[O-] (4-bromo-5-methoxy-N-((2-(methylthio)benzo[d]thiazol-6-yl)methyl)-2-nitroaniline). The product is BrC1=CC(=CC2=C1N=C(S2)SC)CNC2=NC=CC=C2N (N2-((4-Bromo-2-(methylthio)benzo[d]thiazol-6-yl)methyl)pyridine-2,3-diamine). Procedure: N2-((4-Bromo-2-(methylthio)benzo[d]thiazol-6-yl)methyl)pyridine-2,3-diamine was synthesized as a red solid (120 mg) using a procedure analogous to that described in Step 2 of Example 41, substituting N-((4-bromo-2-(methylthio)benzo[d]thiazol-6-yl)methyl)-3-nitropyridin-2-amine from the previous step for 4-bromo-5-methoxy-N-((2-(methylthio)benzo[d]thiazol-6-yl)methyl)-2-nitroaniline used in Example 41. LCMS (ESI) m/z 380, 382 (M+H)+. As a reaction SMILES: [Br:1][C:2]1[C:7]2[N:8]=[C:9]([S:11][CH3:12])[S:10][C:6]=2[CH:5]=[C:4]([CH2:13][NH:14][C:15]2[C:20]([N+:21]([O-])=O)=[CH:19][CH:18]=[CH:17][N:16]=2)[CH:3]=1.BrC1C(OC)=CC(NCC2C=CC3N=C(SC)SC=3C=2)=C([N+]([O-])=O)C=1>>[Br:1][C:2]1[C:7]2[N:8]=[C:9]([S:11][CH3:12])[S:10][C:6]=2[CH:5]=[C:4]([CH2:13][NH:14][C:15]2[C:20]([NH2:21])=[CH:19][CH:18]=[CH:17][N:16]=2)[CH:3]=1.